Dataset: the Open Reaction Database (ORD), a public repository of structured organic reaction records. Task: describe an organic reaction: reactants, conditions, products, and yield Starting materials: [H][H] (hydrogen), CC(C)=O (2-propanone), FC1=CC=C(C=C1)CN1C2=NC=NC=C2N=C1NC1CCNCC1 (9-[(4-fluorophenyl)methyl]-N-(4-piperidinyl)-9H-purin-8-amine). Reagents/catalysts: [Pd] (palladium-on-charcoal). Run in CO (methanol), CO (methanol). The product is FC1=CC=C(C=C1)CN1C2=NC=NC=C2N=C1NC1CCN(CC1)C(C)C (9-[(4-fluorophenyl)methyl]-N-[1-(1-methylethyl)-4-piperidinyl]-9H-purin-8-amine). Isolated yield 27.2%. RXN SMILES: [F:1][C:2]1[CH:7]=[CH:6][C:5]([CH2:8][N:9]2[C:17]([NH:18][CH:19]3[CH2:24][CH2:23][NH:22][CH2:21][CH2:20]3)=[N:16][C:15]3[C:10]2=[N:11][CH:12]=[N:13][CH:14]=3)=[CH:4][CH:3]=1.[CH3:25][C:26](=O)[CH3:27].[H][H]>CO.[Pd]>[F:1][C:2]1[CH:7]=[CH:6][C:5]([CH2:8][N:9]2[C:17]([NH:18][CH:19]3[CH2:20][CH2:21][N:22]([CH:26]([CH3:27])[CH3:25])[CH2:23][CH2:24]3)=[N:16][C:15]3[C:10]2=[N:11][CH:12]=[N:13][CH:14]=3)=[CH:4][CH:3]=1. Procedure: A mixture of 4.9 parts of 9-[(4-fluorophenyl)methyl]-N-(4-piperidinyl)-9H-purin-8-amine, 1 part of a solution of thiopene in methanol 4%. 120 parts of methanol and 8 parts of 2-propanone was hydrogenated at normal pressure and at room temperature with 2 parts of palladium-on-charcoal catalyst 10%. After the calculated amount of hydrogen was taken up, the catalyst was filtered off and the filtrate was evaporated. The residue was purified by column chromatography over silica gel using a mixture of... Starting materials: [F-].C(CCC)[N+](CCCC)(CCCC)CCCC (tetrabutylammonium fluoride), O1CCCC1 (tetrahydrofuran), O=C1N=C(SC2=C1C=CC=C2)C2=CC=CC(=N2)CCCCCCC(=O)OCC[Si](C)(C)C (2-(Trimethylsilyl)ethyl 7-[6-(4-oxo-4H-1,3-benzothiazin-2-yl)-2-pyridyl]heptanoate). The solvent is CN(C=O)C (N,N-dimethylformamide). Run at time 30 minute. Yields the product O=C1N=C(SC2=C1C=CC=C2)C2=CC=CC(=N2)CCCCCCC(=O)O (7-[6-(4-Oxo-4H-1,3-benzothiazin-2-yl)-2-pyridyl]heptanoic acid). Yield: 59.2%. RXN SMILES: [O:1]=[C:2]1[C:7]2[CH:8]=[CH:9][CH:10]=[CH:11][C:6]=2[S:5][C:4]([C:12]2[N:17]=[C:16]([CH2:18][CH2:19][CH2:20][CH2:21][CH2:22][CH2:23][C:24]([O:26]CC[Si](C)(C)C)=[O:25])[CH:15]=[CH:14][CH:13]=2)=[N:3]1.[F-].C([N+](CCCC)(CCCC)CCCC)CCC.O1CCCC1>CN(C)C=O>[O:1]=[C:2]1[C:7]2[CH:8]=[CH:9][CH:10]=[CH:11][C:6]=2[S:5][C:4]([C:12]2[N:17]=[C:16]([CH2:18][CH2:19][CH2:20][CH2:21][CH2:22][CH2:23][C:24]([OH:26])=[O:25])[CH:15]=[CH:14][CH:13]=2)=[N:3]1 |f:1.2|. Reported procedure: 2-(Trimethylsilyl)ethyl 7-[6-(4-oxo-4H-1,3-benzothiazin-2-yl)-2-pyridyl]heptanoate (0.50 g, 1.1 mmol) was dissolved in N,N-dimethylformamide (4 ml), and 1.0 M tetrabutylammonium fluoride solution in tetrahydrofuran (2.6 ml, 2.6 mmol) was added thereto. The reaction mixture was stirred for 30 minutes and concentrated under reduced pressure. Trifluoroacetic acid (5 ml) was added to the residue, and the mixture was stirred at room temperature for 1 hr. The reaction mixture was subjected to a silica... Reactants: C(C1=CC=CC=C1)N(C1=C(C=C(C=C1)C(C(=O)N1CCCC1)(COS(=O)(=O)C)C)[N+](=O)[O-])C (2-[4-(N-benzyl-methylamino)-3-nitro-phenyl]-2-methyl-3-methanesulphonyloxy-1-pyrrolidino-propan-1-one), [N-]=[N+]=[N-].[Na+] (sodium azide). Solvent: CN(C=O)C (dimethylformamide). Yields the product C(C1=CC=CC=C1)N(C1=C(C=C(C=C1)C(C(=O)N1CCCC1)(CN=[N+]=[N-])C)[N+](=O)[O-])C (2-[4-(N-benzyl-methylamino)-3-nitro-phenyl]-2-methyl-3-azido-1-pyrrolidino-propan-1-one). RXN SMILES: [CH2:1]([N:8]([CH3:33])[C:9]1[CH:14]=[CH:13][C:12]([C:15]([CH3:29])([CH2:23]OS(C)(=O)=O)[C:16]([N:18]2[CH2:22][CH2:21][CH2:20][CH2:19]2)=[O:17])=[CH:11][C:10]=1[N+:30]([O-:32])=[O:31])[C:2]1[CH:7]=[CH:6][CH:5]=[CH:4][CH:3]=1.[N-:34]=[N+:35]=[N-:36].[Na+]>CN(C)C=O>[CH2:1]([N:8]([CH3:33])[C:9]1[CH:14]=[CH:13][C:12]([C:15]([CH3:29])([CH2:23][N:34]=[N+:35]=[N-:36])[C:16]([N:18]2[CH2:19][CH2:20][CH2:21][CH2:22]2)=[O:17])=[CH:11][C:10]=1[N+:30]([O-:32])=[O:31])[C:2]1[CH:3]=[CH:4][CH:5]=[CH:6][CH:7]=1 |f:1.2|. Reported procedure: Prepared analogously to Example 6b from 2-[4-(N-benzyl-methylamino)-3-nitro-phenyl]-2-methyl-3-methanesulphonyloxy-1-pyrrolidino-propan-1-one and sodium azide in dimethylformamide.